From a dataset of the Open Reaction Database (ORD), a public repository of structured organic reaction records. describe an organic reaction: reactants, conditions, products, and yield The reactants are CC(=O)Nc1ccc(OCc2ccc3ccccc3n2)cc1, CCO. Product: Nc1ccc(OCc2ccc3ccccc3n2)cc1. RXN SMILES: [C:1](=[O:2])([CH3:3])[NH:4][c:5]1[cH:6][cH:7][c:8]([O:11][CH2:12][c:13]2[n:14][c:15]3[cH:16][cH:17][cH:18][cH:19][c:20]3[cH:21][cH:22]2)[cH:9][cH:10]1.[CH3:23][CH2:24][OH:25]>>[NH2:4][c:5]1[cH:6][cH:7][c:8]([O:11][CH2:12][c:13]2[n:14][c:15]3[cH:16][cH:17][cH:18][cH:19][c:20]3[cH:21][cH:22]2)[cH:9][cH:10]1. Starting materials: CN(CCc1ccc(-c2nc3cccc(C(N)=O)c3o2)cc1)C(=O)OCc1ccccc1, CO, [H][H]. The product is CN(C)CCc1ccc(-c2nc3cccc(C(N)=O)c3o2)cc1. RXN SMILES: [C:1]([NH2:2])(=[O:3])[c:4]1[cH:5][cH:6][cH:7][c:8]2[n:9][c:10](-[c:13]3[cH:14][cH:15][c:16]([CH2:17][CH2:18][N:19]([C:20](=[O:21])[O:22][CH2:23][c:24]4[cH:25][cH:26][cH:27][cH:28][cH:29]4)[CH3:30])[cH:31][cH:32]3)[o:11][c:12]12.[CH3:35][OH:36].[H:33][H:34]>>[C:1]([NH2:2])(=[O:3])[c:4]1[cH:5][cH:6][cH:7][c:8]2[n:9][c:10](-[c:13]3[cH:14][cH:15][c:16]([CH2:17][CH2:18][N:19]([CH3:20])[CH3:30])[cH:31][cH:32]3)[o:11][c:12]12. Starting materials: ClC1=C(C(=O)NCC2(CCC(CC2)S(=O)(=O)CC2CC2)CC2CC2)C=CC(=N1)C(F)(F)F (2-Chloro-N-(4-cyclopropylmethanesulfonyl-1-cyclopropylmethylcyclohexylmethyl)-6-trifluoromethylnicotinamide), C1(CC1)B(O)O (cyclopropylboronic acid), C1(CCCCC1)P(C1CCCCC1)C1CCCCC1 (tricyclohexylphosphine), P(=O)([O-])([O-])[O-].[K+].[K+].[K+] (potassium phosphate), C1(CCCCC1)P(C1CCCCC1)C1CCCCC1 (tricyclohexylphosphine). The reagents and catalysts are C(C)(=O)[O-].[Pd+2].C(C)(=O)[O-] (Palladium acetate), C(C)(=O)[O-].[Pd+2].C(C)(=O)[O-] (Palladium acetate). The solvent is C1(=CC=CC=C1)C (toluene), ClCCl (dichloromethane). Run at temperature 100 celsius. The product is C1(CC1)C1=C(C(=O)NCC2(CCC(CC2)S(=O)(=O)CC2CC2)CC2CC2)C=CC(=N1)C(F)(F)F (2-Cyclopropyl-N-(4-cyclopropylmethanesulfonyl-1-cyclopropylmethylcyclohexylmethyl)-6-trifluoromethylnicotinamide). Yield: 30.1%. As a reaction SMILES: Cl[C:2]1[N:28]=[C:27]([C:29]([F:32])([F:31])[F:30])[CH:26]=[CH:25][C:3]=1[C:4]([NH:6][CH2:7][C:8]1([CH2:21][CH:22]2[CH2:24][CH2:23]2)[CH2:13][CH2:12][CH:11]([S:14]([CH2:17][CH:18]2[CH2:20][CH2:19]2)(=[O:16])=[O:15])[CH2:10][CH2:9]1)=[O:5].[CH:33]1(B(O)O)[CH2:35][CH2:34]1.C1(P(C2CCCCC2)C2CCCCC2)CCCCC1.P([O-])([O-])([O-])=O.[K+].[K+].[K+]>C1(C)C=CC=CC=1.ClCCl.C([O-])(=O)C.[Pd+2].C([O-])(=O)C>[CH:33]1([C:2]2[N:28]=[C:27]([C:29]([F:32])([F:31])[F:30])[CH:26]=[CH:25][C:3]=2[C:4]([NH:6][CH2:7][C:8]2([CH2:21][CH:22]3[CH2:24][CH2:23]3)[CH2:13][CH2:12][CH:11]([S:14]([CH2:17][CH:18]3[CH2:20][CH2:19]3)(=[O:16])=[O:15])[CH2:10][CH2:9]2)=[O:5])[CH2:35][CH2:34]1 |f:3.4.5.6,9.10.11|. Procedure details: 2-Chloro-N-(4-cyclopropylmethanesulfonyl-1-cyclopropylmethylcyclohexylmethyl)-6-trifluoromethylnicotinamide (50 mg, 0.10 mmol), cyclopropylboronic acid (44 mg, 0.51 mmol), tricyclohexylphosphine (5.7 mg, 0.02 mmol) and potassium phosphate (75 mg, 0.35 mmol) were dissolved in toluene (1 ml) and water (0.05 ml) and degassed with nitrogen for 5 minutes. Palladium acetate (2.3 mg, 0.01 mmol) was added and the mixture was heated at 100° C. for 5 hours. Palladium acetate (2.3 mg, 0.01 mmol) and tricyc... The reactants are C#CCC1CC(C(Cc2ccccc2)NC(=O)OC(C)(C)C)OC1=O, CC(CC(O)C(Cc1ccccc1)NC(=O)OC(C)(C)C)C(=O)NC1CC2CCC1C2. Yields the product C#CCC(CC(O)C(Cc1ccccc1)NC(=O)OC(C)(C)C)C(=O)NC1CC2CCC1C2. RXN SMILES: [C:1]([CH3:2])([CH3:3])([CH3:4])[O:5][C:6]([NH:7][CH:8]([CH2:9][c:10]1[cH:11][cH:12][cH:13][cH:14][cH:15]1)[CH:16]1[O:17][C:18](=[O:24])[CH:19]([CH2:21][C:22]#[CH:23])[CH2:20]1)=[O:25].[CH:26]12[CH:27]([NH:33][C:34](=[O:35])[CH:36]([CH3:37])[CH2:38][CH:39]([OH:40])[CH:41]([NH:42][C:43]([O:44][C:45]([CH3:46])([CH3:47])[CH3:48])=[O:49])[CH2:50][c:51]3[cH:52][cH:53][cH:54][cH:55][cH:56]3)[CH2:28][CH:29]([CH2:30][CH2:31]1)[CH2:32]2>>[C:1]([CH3:2])([CH3:3])([CH3:4])[O:5][C:6]([NH:7][CH:8]([CH2:9][c:10]1[cH:11][cH:12][cH:13][cH:14][cH:15]1)[CH:16]([OH:17])[CH2:20][CH:19]([C:18](=[O:24])[NH:33][CH:27]1[CH:26]2[CH2:31][CH2:30][CH:29]([CH2:28]1)[CH2:32]2)[CH2:21][C:22]#[CH:23])=[O:25]. The reactants are C(C(=O)Cl)(=O)Cl (Oxalyl chloride), C(#N)C1=CC=C(COC=2C=CC(=C(C(=O)O)C2)[N+](=O)[O-])C=C1 (5-(4-cyanobenzyloxy)-2-nitrobenzoic acid), Cl.C(C)OC(CCN)=O (b-alanine ethyl ester hydrochloride), C([O-])(O)=O.[Na+] (sodium bicarbonate). Solvent: C1=CC=CC=C1 (benzene), CN(C=O)C (dimethylformamide), O1CCCC1.O (tetrahydrofuran water). Reaction conditions: temperature 60 celsius. Product: C(C)OC(CCNC(C1=C(C=CC(=C1)OCC1=CC=C(C=C1)C#N)[N+](=O)[O-])=O)=O (N-(5-(4-cyanobenzyloxy)-2-nitrobenzoyl)-b-alanine ethyl ester). The yield is 91.1%. RXN SMILES: C(Cl)(=O)C(Cl)=O.[C:7]([C:9]1[CH:28]=[CH:27][C:12]([CH2:13][O:14][C:15]2[CH:16]=[CH:17][C:18]([N+:24]([O-:26])=[O:25])=[C:19]([CH:23]=2)[C:20]([OH:22])=O)=[CH:11][CH:10]=1)#[N:8].Cl.[CH2:30]([O:32][C:33](=[O:37])[CH2:34][CH2:35][NH2:36])[CH3:31].C(=O)(O)[O-].[Na+]>C1C=CC=CC=1.O1CCCC1.O.CN(C)C=O>[CH2:30]([O:32][C:33](=[O:37])[CH2:34][CH2:35][NH:36][C:20](=[O:22])[C:19]1[CH:23]=[C:15]([O:14][CH2:13][C:12]2[CH:11]=[CH:10][C:9]([C:7]#[N:8])=[CH:28][CH:27]=2)[CH:16]=[CH:17][C:18]=1[N+:24]([O-:26])=[O:25])[CH3:31] |f:2.3,4.5,7.8|. Reported procedure: Oxalyl chloride (5.70 mL, 65.4 mmol) was added slowly to a rapidly stirred suspension of 14.6 g (48.9 mmol) of 5-(4-cyanobenzyloxy)-2-nitrobenzoic acid and 2 mL of dimethylformamide in 100 mL of benzene. When gas evolution ceased, the solution was heated briefly to 60° C., concentrated in vacuo, and redissolved in 75 mL of tetrahydrofuran. This solution was added dropwise to a rapidly stirred suspension of 8.50 g (55.3 mmol) of b-alanine ethyl ester hydrochloride and 21.1 g (251 mmol) of sodium ...